Dataset: the Open Reaction Database (ORD), a public repository of structured organic reaction records. Task: describe an organic reaction: reactants, conditions, products, and yield Starting materials: ClC1=CC2=C(NC3=C(CN2)C=CC=C3)C=C1 (8-chloro-10,11-dihydro-5H-dibenzo[b,f][1,4]diazepine). Reagents/catalysts: O=[Mn]=O (MnO2). Solvent: C(Cl)Cl (CH2Cl2). Reaction conditions: time 1.5 hour. Yields the product ClC1=CC2=C(NC3=C(C=N2)C=CC=C3)C=C1 (8-Chloro-5H-dibenzo[b,f][1,4]diazepine). Isolated yield 102.6%. As a reaction SMILES: [Cl:1][C:2]1[CH:16]=[CH:15][C:5]2[NH:6][C:7]3[CH:14]=[CH:13][CH:12]=[CH:11][C:8]=3[CH2:9][NH:10][C:4]=2[CH:3]=1>C(Cl)Cl.O=[Mn]=O>[Cl:1][C:2]1[CH:16]=[CH:15][C:5]2[NH:6][C:7]3[CH:14]=[CH:13][CH:12]=[CH:11][C:8]=3[CH:9]=[N:10][C:4]=2[CH:3]=1. Procedure details: To a solution of 8-chloro-10,11-dihydro-5H-dibenzo[b,f][1,4]diazepine (8.75 g, 37.9 mmol) in CH2Cl2 (375 mL) was added MnO2 (14.5 g, 166 mmol). The reaction mixture was stirred at room temperature for 1.5 h. After filtration through dicalite, washing with CH2Cl2, the volatiles were removed in vacuo. The crude product was dissolved in ethanol (250 mL) wherafter 2N (aq) NaOH (20 mL) was added. This mixture was stirred at room temperature for 2.5 h. The reaction mixture was filtrated through dicali... The reactants are C(C1=CC=CC=C1)OC1=C(C=CC(=C1)N(CCCC)CCCC)C=CC1=CC=C(S1)C=O (5-[2-(2-benzyloxy-4-dibutylaminophenyl)vinyl]thiophene-2-carboaldehyde), C(#N)C=1C(OC(C1C)(C(F)(F)F)C1=CC=CC=C1)=C(C#N)C#N (2-(3-cyano-4-methyl-5-phenyl-5-trifluoromethyl-2(5H)-furanylidene)propanedinitrile). Solvent: C(C)O (ethanol), O1CCCC1 (tetrahydrofuran). Reaction conditions: time 21 hour. Yields the product C(C1=CC=CC=C1)OC1=C(C=CC(=C1)N(CCCC)CCCC)C=CC1=CC=C(S1)C=CC1=C(C(OC1(C(F)(F)F)C1=CC=CC=C1)=C(C#N)C#N)C#N (2-[4-[2-[5-[2-(2-benzyloxy-4-dibutylaminophenyl)vinyl]thiophene-2-yl]vinyl]-3-cyano-5-phenyl-5-trifluoromethyl-2(5H)-furanylidene]propanedinitrile). Isolated yield 94.7%. Reaction SMILES: [CH2:1]([O:8][C:9]1[CH:14]=[C:13]([N:15]([CH2:20][CH2:21][CH2:22][CH3:23])[CH2:16][CH2:17][CH2:18][CH3:19])[CH:12]=[CH:11][C:10]=1[CH:24]=[CH:25][C:26]1[S:30][C:29]([CH:31]=O)=[CH:28][CH:27]=1)[C:2]1[CH:7]=[CH:6][CH:5]=[CH:4][CH:3]=1.[C:33]([C:35]1[C:36](=[C:51]([C:54]#[N:55])[C:52]#[N:53])[O:37][C:38]([C:45]2[CH:50]=[CH:49][CH:48]=[CH:47][CH:46]=2)([C:41]([F:44])([F:43])[F:42])[C:39]=1[CH3:40])#[N:34]>C(O)C.O1CCCC1>[CH2:1]([O:8][C:9]1[CH:14]=[C:13]([N:15]([CH2:20][CH2:21][CH2:22][CH3:23])[CH2:16][CH2:17][CH2:18][CH3:19])[CH:12]=[CH:11][C:10]=1[CH:24]=[CH:25][C:26]1[S:30][C:29]([CH:31]=[CH:40][C:39]2[C:38]([C:45]3[CH:50]=[CH:49][CH:48]=[CH:47][CH:46]=3)([C:41]([F:44])([F:42])[F:43])[O:37][C:36](=[C:51]([C:54]#[N:55])[C:52]#[N:53])[C:35]=2[C:33]#[N:34])=[CH:28][CH:27]=1)[C:2]1[CH:3]=[CH:4][CH:5]=[CH:6][CH:7]=1. Procedure details: In 15 ml of ethanol and 5 ml of tetrahydrofuran were dissolved 730 mg (1.63 mmol) of 5-[2-(2-benzyloxy-4-dibutylaminophenyl)vinyl]thiophene-2-carboaldehyde and 573 mg (1.82 mmol) of 2-(3-cyano-4-methyl-5-phenyl-5-trifluoromethyl-2(5H)-furanylidene)propanedinitrile. The mixture was stirred at room temperature for 21 hours and further stirred with heating at 50° C. for 3 hours. The solvent was evaporated off and the residue was washed with ethanol to give 1.15 g of a dark reddish brown crystal (yi... The reactants are solution, C[Si](C)(C)[N-][Si](C)(C)C.[K+] (potassium bis(trimethylsilyl)amide), C1(=CC=CC=C1)C (toluene), NC=1C(=C2C=CC=CN2C1C(=O)OCC)C1=C(C=C(C=C1C)C)C (2-ethyl 2-amino-1-(2,4,6-trimethylphenyl)indolizine-3-carboxylate), CC1(C2CCC1(C(=O)C2)CS(=O)(=O)O)C (dl-camphorsulfonic acid), COC(C)(C)OC (2,2-dimethoxypropane). Product: CC=1C=C(C2=C(C=C3C(=CC=CN23)C2=C(C=C(C=C2C)C)C)N1)O (2-Methyl-9-(2,4,6-trimethylphenyl)pyrido[2,3-b]-indolizin-4-ol). RXN SMILES: N[C:2]1[C:3]([C:16]2[C:21]([CH3:22])=[CH:20][C:19]([CH3:23])=[CH:18][C:17]=2[CH3:24])=[C:4]2[N:9]([C:10]=1[C:11](OCC)=O)C=C[CH:6]=[CH:5]2.C[C:26]1([CH3:39])C2(CS(O)(=O)=O)C(CC1CC2)=O.C[Si]([N-:44][Si](C)(C)C)(C)C.[K+].C1(C)C=CC=CC=1.C[O:58][C:59](OC)([CH3:61])[CH3:60]>>[CH3:39][C:26]1[CH:60]=[C:59]([OH:58])[C:61]2[N:9]3[C:4]([C:3]([C:16]4[C:17]([CH3:24])=[CH:18][C:19]([CH3:23])=[CH:20][C:21]=4[CH3:22])=[CH:2][CH:11]=[CH:10]3)=[CH:5][C:6]=2[N:44]=1 |f:2.3|. Procedure: To a solution of 2-ethyl 2-amino-1-(2,4,6-trimethylphenyl)indolizine-3-carboxylate (19.2 g; 59.6 mmol) in 2,2-dimethoxypropane (100 mL), add dl-camphorsulfonic acid (0.2 g). Stir the mixture at reflux for 30 min and then distill slowly to remove ca. 60 mL of volatiles over a 30-minute period. Cool the solution to ambient temperature under inert atmosphere, dilute with anhydrous toluene (50 mL), and concentrate in vacuo. Dissolve the residue in toluene (50 mL) and add dropwise over a 1-hour perio... Starting materials: CCCC(=O)OCC1CN(c2cccc(F)c2)C(=O)O1, C[O-], CO, Cl, [Na+]. Product: O=C1OC(CO)CN1c1cccc(F)c1. RXN SMILES: [C:1](=[O:2])([CH2:3][CH2:4][CH3:5])[O:6][CH2:7][CH:8]1[CH2:9][N:10]([c:14]2[cH:15][c:16]([F:20])[cH:17][cH:18][cH:19]2)[C:11](=[O:13])[O:12]1.[CH3:21][O-:22].[CH3:25][OH:26].[ClH:24].[Na+:23]>>[OH:6][CH2:7][CH:8]1[CH2:9][N:10]([c:14]2[cH:15][c:16]([F:20])[cH:17][cH:18][cH:19]2)[C:11](=[O:13])[O:12]1. Starting materials: Cc1cc(C(C)(C)C)c(O)c(C(C)(C)C)c1, CCOCC, O=C=NS(=O)(=O)Cl, N#N. Yields the product Cc1cc(C(C)(C)C)c(OC(=O)NS(=O)(=O)Cl)c(C(C)(C)C)c1. RXN SMILES: [C:1]([CH3:2])([CH3:3])([CH3:4])[c:5]1[c:6]([OH:16])[c:7]([C:12]([CH3:13])([CH3:14])[CH3:15])[cH:8][c:9]([CH3:11])[cH:10]1.[CH3:26][CH2:27][O:28][CH2:29][CH3:30].[Cl:17][S:18](=[O:19])(=[O:20])[N:21]=[C:22]=[O:23].[N:24]#[N:25]>>[C:1]([CH3:2])([CH3:3])([CH3:4])[c:5]1[c:6]([O:16][C:22]([NH:21][S:18]([Cl:17])(=[O:19])=[O:20])=[O:23])[c:7]([C:12]([CH3:13])([CH3:14])[CH3:15])[cH:8][c:9]([CH3:11])[cH:10]1. The reactants are CC1(C)CNc2ncc(Br)cc2C=N1, CCC#N, C=CC(=O)N(C)Cc1oc2ccccc2c1C, CCOC(C)=O, CC(=O)[O-], CC(=O)[O-], CN(C)C=O, [Pd+2]. Product: Cc1c(CN(C)C(=O)C=Cc2cnc3c(c2)C=NC(C)(C)CN3)oc2ccccc12. RXN SMILES: [Br:1][c:2]1[cH:3][c:4]2[c:5]([n:13][cH:14]1)[NH:6][CH2:7][C:8]([CH3:11])([CH3:12])[N:9]=[CH:10]2.[C:32](#[N:33])[CH2:34][CH3:35].[CH3:15][N:16]([C:17]([CH:18]=[CH2:19])=[O:20])[CH2:21][c:22]1[o:23][c:24]2[c:25]([c:26]1[CH3:27])[cH:28][cH:29][cH:30][cH:31]2.[CH3:41][CH2:42][O:43][C:44]([CH3:45])=[O:46].[O-:48][C:49]([CH3:50])=[O:51].[O-:52][C:53]([CH3:54])=[O:55].[O:36]=[CH:37][N:38]([CH3:39])[CH3:40].[Pd+2:47]>>[c:2]1([CH:19]=[CH:18][C:17]([N:16]([CH3:15])[CH2:21][c:22]2[o:23][c:24]3[c:25]([c:26]2[CH3:27])[cH:28][cH:29][cH:30][cH:31]3)=[O:20])[cH:3][c:4]2[c:5]([n:13][cH:14]1)[NH:6][CH2:7][C:8]([CH3:11])([CH3:12])[N:9]=[CH:10]2. Reactants: ClC=1C=C(C=CC1Cl)NC(=O)NCC(C1=CC=CC=C1)=O (1-(3,4-dichloro-phenyl)-3-(2-oxo-2-phenyl-ethyl)urea). Run in Cl (HCl). The product is ClC=1C=C(C=CC1Cl)N1C(NC=C1C1=CC=CC=C1)=O (1-(3,4-dichloro-phenyl)-5-phenyl-1,3-dihydro-imidazol-2-one). Yield: 84.3%. RXN SMILES: [Cl:1][C:2]1[CH:3]=[C:4]([NH:9][C:10]([NH:12][CH2:13][C:14](=O)[C:15]2[CH:20]=[CH:19][CH:18]=[CH:17][CH:16]=2)=[O:11])[CH:5]=[CH:6][C:7]=1[Cl:8]>Cl>[Cl:1][C:2]1[CH:3]=[C:4]([N:9]2[C:14]([C:15]3[CH:20]=[CH:19][CH:18]=[CH:17][CH:16]=3)=[CH:13][NH:12][C:10]2=[O:11])[CH:5]=[CH:6][C:7]=1[Cl:8]. Procedure details: 250 mL of concentrated HCl were added 1-(3,4-dichloro-phenyl)-3-(2-oxo-2-phenyl-ethyl)urea (1 equiv., 56 mmol, 18.0 g) at room temperature. The reaction mixture was stirred for one week until starting material disappeared giving a white foam which was filtered off. This foam was purified by recrystallization in ethanol affording 1-(3,4-dichloro-phenyl)-5-phenyl-1,3-dihydro-imidazol-2-one (14.4 g, 85%) as a white solid. Rf 0.2 (n-heptane/ethyl acetate 2:1). δH NMR (DMSO, 300 MHz) 10.68 (1H, br s,... The reactants are C(C)(C)OC1=C(OCCCN)C=CC=C1 (3-(2-Isopropoxy-phenoxy)-propylamine), C(C)(C)OC1=C(OCCCN2C(C3=CC=CC=C3C2=O)=O)C=CC=C1 (2-[3-(2-isopropoxy-phenoxy)-propyl]-isoindole-1,3-dione), NN (hydrazine), CCO (EtOH). Conditions: temperature 50 celsius. Product: C(C)(C)OC1=C(OCCCNCC=2C=C(C=CC2)C(=O)N2CCCCC2)C=CC=C1 ((3-{[3-(2-Isopropoxy-phenoxy)-propylamino]-methyl}-phenyl)-piperidin-1-yl-methanone). Yield: 45.0%. RXN SMILES: C(O[C:5]1[CH:15]=[CH:14][CH:13]=[CH:12]C=1OCCCN)(C)C.[CH:16]([O:19][C:20]1[CH:40]=[CH:39][CH:38]=[CH:37][C:21]=1[O:22][CH2:23][CH2:24][CH2:25][N:26]1[C:34](=O)[C:33]2[C:28](=[CH:29][CH:30]=[CH:31][CH:32]=2)C1=O)([CH3:18])[CH3:17].[NH2:41]N.C[CH2:44][OH:45]>>[CH:16]([O:19][C:20]1[CH:40]=[CH:39][CH:38]=[CH:37][C:21]=1[O:22][CH2:23][CH2:24][CH2:25][NH:26][CH2:34][C:33]1[CH:32]=[C:31]([C:44]([N:41]2[CH2:12][CH2:13][CH2:14][CH2:15][CH2:5]2)=[O:45])[CH:30]=[CH:29][CH:28]=1)([CH3:17])[CH3:18]. Procedure details: 3-(2-Isopropoxy-phenoxy)-propylamine. To a solution of 2-[3-(2-isopropoxy-phenoxy)-propyl]-isoindole-1,3-dione in EtOH (6 mL) was added hydrazine (0.448 g, 14.0 mmol), and the reaction mixture was heated to 50° C. for 30 min. The solvent was removed under reduced pressure, and the crude residue was partitioned between CH2Cl2 (50 mL) and H2O (50 mL). The aqueous layer was extracted with CH2Cl2 (3×50 mL), and the combined organic layers were washed with brine, dried (MgSO4), filtered, and concentr... Reactants: CC[O-], CCO, CCOC=O, Cl, [Na+], CCn1nc(C)cc1C(=O)Nc1ccc(C(=O)c2ccc3c(c2)NC(=O)C3)cc1. Product: CCn1nc(C)cc1C(=O)Nc1ccc(C(=O)c2ccc3c(c2)NC(=O)C3=CO)cc1. Reaction SMILES: [CH3:36][CH2:37][O-:38].[CH3:40][CH2:41][OH:42].[CH:30](=[O:31])[O:32][CH2:33][CH3:34].[ClH:39].[Na+:35].[O:1]=[C:2]1[NH:3][c:4]2[cH:5][c:6]([C:11](=[O:12])[c:13]3[cH:14][cH:15][c:16]([NH:19][C:20](=[O:21])[c:22]4[n:23]([CH2:28][CH3:29])[n:24][c:25]([CH3:27])[cH:26]4)[cH:17][cH:18]3)[cH:7][cH:8][c:9]2[CH2:10]1>>[O:1]=[C:2]1[NH:3][c:4]2[cH:5][c:6]([C:11](=[O:12])[c:13]3[cH:14][cH:15][c:16]([NH:19][C:20](=[O:21])[c:22]4[n:23]([CH2:28][CH3:29])[n:24][c:25]([CH3:27])[cH:26]4)[cH:17][cH:18]3)[cH:7][cH:8][c:9]2[C:10]1=[CH:30][OH:31]. Starting materials: C#CC(=O)OCC, [Li]CCCC, O=Cc1cc(Cl)ccc1[N+](=O)[O-], C1CCOC1. Yields the product CCOC(=O)C#CC(O)c1cc(Cl)ccc1[N+](=O)[O-]. Reaction SMILES: [CH3:1][CH2:2][O:3][C:4](=[O:5])[C:6]#[CH:7].[CH3:8][CH2:9][CH2:10][CH2:11][Li:12].[N+:13](=[O:14])([O-:15])[c:16]1[c:17]([CH:18]=[O:19])[cH:20][c:21]([Cl:24])[cH:22][cH:23]1.[O:25]1[CH2:26][CH2:27][CH2:28][CH2:29]1>>[CH3:1][CH2:2][O:3][C:4](=[O:5])[C:6]#[C:7][CH:18]([c:17]1[c:16]([N+:13](=[O:14])[O-:15])[cH:23][cH:22][c:21]([Cl:24])[cH:20]1)[OH:19].